From a dataset of the Open Reaction Database (ORD), a public repository of structured organic reaction records. describe an organic reaction: reactants, conditions, products, and yield RXN SMILES: [Na].[CH3:2][Sn:3](Cl)([CH3:5])[CH3:4].Br[C:8]1[C:17]([O:18][CH3:19])=[CH:16][C:15]2[C:10](=[CH:11][CH:12]=[CH:13][CH:14]=2)[N:9]=1>COCCOC.C(Cl)(Cl)Cl>[CH3:2][Sn:3]([CH3:5])([CH3:4])[C:8]1[C:17]([O:18][CH3:19])=[CH:16][C:15]2[C:10](=[CH:11][CH:12]=[CH:13][CH:14]=2)[N:9]=1 |^1:0|. Procedure details: 3.00 g (130 mmol) of sodium are introduced in a sealed Schlenck-type apparatus under argon inert gas into 3 ml of absolute DME. The sodium is cut into very small pieces and, before being added to the reaction solution, is washed with absolute DME to remove any adhering paraffin. After the sodium has been suspended in DME, the reaction solution remains clear, and only a slight evolution of gas can be observed. The reaction mixture is cooled to -10° C. using an ice/common salt mixture and 1.16 g (... Solvent: COCCOC (DME), C(Cl)(Cl)Cl (chloroform), COCCOC (DME). Yields the product C[Sn](C1=NC2=CC=CC=C2C=C1OC)(C)C (2-Trimethylstannyl-3-methoxyquinoline). Reactants: BrC1=NC2=CC=CC=C2C=C1OC (2-bromo-3-methoxyquinoline), C[Sn](C)(C)Cl (trimethyltin chloride), [Na] (sodium), ice, [Na] (sodium). Reaction conditions: temperature -10 celsius, time 4 hour. The reactants are COc1ccc2cccc(N3CCN(CCN)CC3)c2c1, ClC(Cl)Cl, Cc1ccc(S(=O)(=O)Cl)cc1. Yields the product COc1ccc2cccc(N3CCN(CCNS(=O)(=O)c4ccc(C)cc4)CC3)c2c1, Cl. Reaction SMILES: [CH3:1][O:2][c:3]1[cH:4][cH:5][c:6]2[cH:7][cH:8][cH:9][c:10]([N:13]3[CH2:14][CH2:15][N:16]([CH2:19][CH2:20][NH2:21])[CH2:17][CH2:18]3)[c:11]2[cH:12]1.[CH:33]([Cl:34])([Cl:35])[Cl:36].[S:22](=[O:23])(=[O:24])([c:25]1[cH:26][cH:27][c:28]([CH3:29])[cH:30][cH:31]1)[Cl:32]>>[CH3:1][O:2][c:3]1[cH:4][cH:5][c:6]2[cH:7][cH:8][cH:9][c:10]([N:13]3[CH2:14][CH2:15][N:16]([CH2:19][CH2:20][NH:21][S:22](=[O:23])(=[O:24])[c:25]4[cH:26][cH:27][c:28]([CH3:29])[cH:30][cH:31]4)[CH2:17][CH2:18]3)[c:11]2[cH:12]1.[ClH:32]. RXN SMILES: [CH3:1][C:2]1[C:7]([NH2:8])=[C:6]([N:9]2[CH2:14][CH2:13][CH2:12][CH2:11][CH2:10]2)[CH:5]=[CH:4][CH:3]=1.[C:15](Cl)(Cl)=[S:16]>O1CCOCC1.O>[CH3:1][C:2]1[C:7]([N:8]=[C:15]=[S:16])=[C:6]([N:9]2[CH2:14][CH2:13][CH2:12][CH2:11][CH2:10]2)[CH:5]=[CH:4][CH:3]=1. Run in O1CCOCC1 (dioxan), O (water). Reported procedure: Reaction of 6-methyl-2-piperidinoaniline (6.4 g) in dioxan (20 ml) and water (65 ml) with thiophosgene (5.7 g) at 0° C. for 30 minutes and at room temperature for 2 hours gave 6-methyl-2-piperidinophenyl isothiocyanate as an oil. Yields the product CC1=CC=CC(=C1N=C=S)N1CCCCC1 (6-methyl-2-piperidinophenyl isothiocyanate). Starting materials: CC1=CC=CC(=C1N)N1CCCCC1 (6-methyl-2-piperidinoaniline), C(=S)(Cl)Cl (thiophosgene). The reactants are O=C(O)c1cc(OCc2ccccc2)c(-c2ccccc2)c(S(=O)(=O)Cl)c1, [NH4+], [OH-]. The product is NS(=O)(=O)c1cc(C(=O)O)cc(OCc2ccccc2)c1-c1ccccc1. Reaction SMILES: [CH2:1]([c:2]1[cH:3][cH:4][cH:5][cH:6][cH:7]1)[O:8][c:9]1[cH:10][c:11]([C:12](=[O:13])[OH:14])[cH:15][c:16]([S:24](=[O:25])(=[O:26])[Cl:27])[c:17]1-[c:18]1[cH:19][cH:20][cH:21][cH:22][cH:23]1.[NH4+:28].[OH-:29]>>[CH2:1]([c:2]1[cH:3][cH:4][cH:5][cH:6][cH:7]1)[O:8][c:9]1[cH:10][c:11]([C:12](=[O:13])[OH:14])[cH:15][c:16]([S:24](=[O:25])(=[O:26])[NH2:28])[c:17]1-[c:18]1[cH:19][cH:20][cH:21][cH:22][cH:23]1. The reactants are Brc1cccc(-c2ccccc2)c1, [Cu]I, [K+], [K+], COc1cc(CC(N)C(=O)O)cc(OC)c1OC, O=C([O-])[O-], CN(C)C=O. The product is COc1cc(CC(Nc2cccc(-c3ccccc3)c2)C(=O)O)cc(OC)c1OC. RXN SMILES: [Br:1][c:2]1[cH:3][c:4](-[c:8]2[cH:9][cH:10][cH:11][cH:12][cH:13]2)[cH:5][cH:6][cH:7]1.[Cu:43][I:44].[K+:32].[K+:33].[NH2:14][CH:15]([C:16](=[O:17])[OH:18])[CH2:19][c:20]1[cH:21][c:22]([O:30][CH3:31])[c:23]([O:28][CH3:29])[c:24]([O:26][CH3:27])[cH:25]1.[O-:34][C:35]([O-:36])=[O:37].[O:38]=[CH:39][N:40]([CH3:41])[CH3:42]>>[c:2]1([NH:14][CH:15]([C:16](=[O:17])[OH:18])[CH2:19][c:20]2[cH:21][c:22]([O:30][CH3:31])[c:23]([O:28][CH3:29])[c:24]([O:26][CH3:27])[cH:25]2)[cH:3][c:4](-[c:8]2[cH:9][cH:10][cH:11][cH:12][cH:13]2)[cH:5][cH:6][cH:7]1. Starting materials: O1CCOC2=C1C=CC(=C2)CC=2C=C(C=CC2CC)[C@@H]2O[C@@H]([C@H]([C@@H]([C@H]2O)O)O)CO ((2S,3R,4R,5S,6R)-2-[3-(2,3-dihydro-benzo[1,4]dioxin-6-ylmethyl)-4-ethyl-phenyl]-6-hydroxymethyl-tetrahydro-pyran-3,4,5-triol), O1CCOC2=C1C=CC(=C2)CC=2C=C(C=CC2CC)[C@@H]2O[C@@H]([C@H]([C@@H]([C@H]2O)O)O)CO ((2S,3R,4R,5S,6R)-2-[3-(2,3-dihydro-benzo[1,4]dioxin-6-ylmethyl)-4-ethyl-phenyl]-6-hydroxymethyl-tetrahydro-pyran-3,4,5-triol), C(C1=CC=CC=C1)(C1=CC=CC=C1)(C1=CC=CC=C1)Cl (trityl chloride). Reagents/catalysts: CN(C)C=1C=CN=CC1 (DMAP). Solvent: N1=CC=CC=C1 (pyridine). Conditions: temperature 80 celsius, time 16 hour. Yields the product O1CCOC2=C1C=CC(=C2)CC=2C=C(C=CC2CC)[C@@H]2O[C@@H]([C@H]([C@@H]([C@H]2O)O)O)COC(C2=CC=CC=C2)(C2=CC=CC=C2)C2=CC=CC=C2 ((2S,3R,4R,5S,6R)-2-[3-(2,3-dihydro-benzo[1,4]dioxin-6-ylmethyl)-4-ethyl-phenyl]-6-trityloxymethyl-tetrahydro-pyran-3,4,5-triol). The yield is 85.4%. As a reaction SMILES: [O:1]1[C:6]2[CH:7]=[CH:8][C:9]([CH2:11][C:12]3[CH:13]=[C:14]([C@H:20]4[C@H:25]([OH:26])[C@@H:24]([OH:27])[C@H:23]([OH:28])[C@@H:22]([CH2:29][OH:30])[O:21]4)[CH:15]=[CH:16][C:17]=3[CH2:18][CH3:19])=[CH:10][C:5]=2[O:4][CH2:3][CH2:2]1.[C:31](Cl)([C:44]1[CH:49]=[CH:48][CH:47]=[CH:46][CH:45]=1)([C:38]1[CH:43]=[CH:42][CH:41]=[CH:40][CH:39]=1)[C:32]1[CH:37]=[CH:36][CH:35]=[CH:34][CH:33]=1>N1C=CC=CC=1.CN(C1C=CN=CC=1)C>[O:1]1[C:6]2[CH:7]=[CH:8][C:9]([CH2:11][C:12]3[CH:13]=[C:14]([C@H:20]4[C@H:25]([OH:26])[C@@H:24]([OH:27])[C@H:23]([OH:28])[C@@H:22]([CH2:29][O:30][C:31]([C:32]5[CH:37]=[CH:36][CH:35]=[CH:34][CH:33]=5)([C:44]5[CH:45]=[CH:46][CH:47]=[CH:48][CH:49]=5)[C:38]5[CH:39]=[CH:40][CH:41]=[CH:42][CH:43]=5)[O:21]4)[CH:15]=[CH:16][C:17]=3[CH2:18][CH3:19])=[CH:10][C:5]=2[O:4][CH2:3][CH2:2]1. Procedure: To a stirred solution of (2S,3R,4R,5S,6R)-2-[3-(2,3-dihydro-benzo[1,4]dioxin-6-ylmethyl)-4-ethyl-phenyl]-6-hydroxymethyl-tetrahydro-pyran-3,4,5-triol (Intermediate 2, 6.0 g, 14.40 mmol) in pyridine (60 ml) was added trityl chloride (4.8 g, 17.28 mmol) followed by DMAP (0.18 g, 1.44 mmol) at room temperature. Then the reaction mixture was heated at 80° C. After stirring for 16 h, pyridine was evaporated under reduced pressure. Resulting residue was taken in ethyl acetate (100 ml), washed with aq....